This data is from the Open Reaction Database (ORD), a public repository of structured organic reaction records. The task is: describe an organic reaction: reactants, conditions, products, and yield The reactants are CN1N=CC(=C1)C(=CC(=O)OCC)C1CCOCC1 (Ethyl 3-(1-methyl-1H-pyrazol-4-yl)-3-(tetrahydro-2H-pyran-4-yl)acrylate). Solvent: CO (methanol). Run at time 16 hour. The product is CN1N=CC(=C1)C(CC(=O)OCC)C1CCOCC1 (Ethyl 3-(1-methyl-1H-pyrazol-4-yl)-3-(tetrahydro-2H-pyran-4-yl)propanoate). Reaction SMILES: [CH3:1][N:2]1[CH:6]=[C:5]([C:7]([CH:14]2[CH2:19][CH2:18][O:17][CH2:16][CH2:15]2)=[CH:8][C:9]([O:11][CH2:12][CH3:13])=[O:10])[CH:4]=[N:3]1>CO>[CH3:1][N:2]1[CH:6]=[C:5]([CH:7]([CH:14]2[CH2:15][CH2:16][O:17][CH2:18][CH2:19]2)[CH2:8][C:9]([O:11][CH2:12][CH3:13])=[O:10])[CH:4]=[N:3]1. Procedure: Ethyl 3-(1-methyl-1H-pyrazol-4-yl)-3-(tetrahydro-2H-pyran-4-yl)acrylate (205 mg, 0.78 mmol) was dissolved in methanol (10 ml) and argon was bubbled through the solution for 5 minutes. To the solution was added 10% Pd/C (41 mg) and the flask was fitted with a balloon containing hydrogen. The reaction was stirred at room temperature for 16 hours. The catalyst was removed by filtration through a plug of celite. And solution was concentrated in vacuo. The crude product was used directly in the next ... The reactants are Cl.C(C1=CC=CC=C1)NC(CO)(C)C (2-(Benzylamino)-2-methyl-propan-1-ol hydrochloride), [OH-].[Na+] (sodium hydroxide). The solvent is C(C)OCC (diethyl ether). Run at time 3 minute. Yields the product C(C1=CC=CC=C1)NC(CO)(C)C (2-(benzylamino)-2-methyl-propan-1-ol). RXN SMILES: Cl.[CH2:2]([NH:9][C:10]([CH3:14])([CH3:13])[CH2:11][OH:12])[C:3]1[CH:8]=[CH:7][CH:6]=[CH:5][CH:4]=1.[OH-].[Na+]>C(OCC)C>[CH2:2]([NH:9][C:10]([CH3:14])([CH3:13])[CH2:11][OH:12])[C:3]1[CH:8]=[CH:7][CH:6]=[CH:5][CH:4]=1 |f:0.1,2.3|. Reported procedure: 2-(Benzylamino)-2-methyl-propan-1-ol hydrochloride (539 mg, 2.50 mmol) was treated with aqueous sodium hydroxide (50 mL of 2 M, 100 mmol), then diethyl ether (50 mL) was added to the solution and stirred for 3 min. The organic layer was separated, washed with brine, dried over Na2SO4, filtered and concentrated in vacuo to provide the 2-(benzylamino)-2-methyl-propan-1-ol free base as a white powder. The 2-(benzylamino)-2-methyl-propan-1-ol (2.50 mmol) and tert-butyl 1-oxa-6-azaspiro[2.5]octane-6-... The reactants are CC(=O)CCC(=O)O, OCCc1c[nH]c2ccccc12, c1ccccc1, SCCc1c[nH]c2ccccc12. Product: CC1(CCC(=O)O)OCCc2c1[nH]c1ccccc21. RXN SMILES: [C:25]([CH2:26][CH2:27][C:28](=[O:29])[CH3:30])(=[O:31])[OH:32].[OH:13][CH2:14][CH2:15][c:16]1[c:17]2[c:18]([cH:19][cH:20][cH:21][cH:22]2)[nH:23][cH:24]1.[cH:33]1[cH:34][cH:35][cH:36][cH:37][cH:38]1.[nH:1]1[cH:2][c:3]([CH2:10][CH2:11][SH:12])[c:4]2[cH:5][cH:6][cH:7][cH:8][c:9]12>>[nH:1]1[c:2]2[c:3]([c:4]3[cH:5][cH:6][cH:7][cH:8][c:9]13)[CH2:10][CH2:11][O:29][C:28]2([CH2:27][CH2:26][C:25](=[O:31])[OH:32])[CH3:30].